From a dataset of the Open Reaction Database (ORD), a public repository of structured organic reaction records. describe an organic reaction: reactants, conditions, products, and yield Reactants: C(C)OC(C1=CC=C(C=C1)C(C=C)O)OCC (1-(4-Diethoxymethylphenyl)prop-2-en-1-ol), C(CC)(=O)O (propionic acid). Conditions: temperature 140 celsius. Product: C(=O)C1=CC=C(C=C1)C=CCCC(=O)O (5-(4-Formylphenyl)pent-4-enoic Acid). Reaction SMILES: C(O[CH:4]([O:15]CC)[C:5]1[CH:10]=[CH:9][C:8]([CH:11](O)[CH:12]=[CH2:13])=[CH:7][CH:6]=1)C.[C:18]([OH:22])(=[O:21])[CH2:19]C>>[CH:4]([C:5]1[CH:6]=[CH:7][C:8]([CH:11]=[CH:12][CH2:13][CH2:19][C:18]([OH:22])=[O:21])=[CH:9][CH:10]=1)=[O:15]. Reported procedure: 1-(4-Diethoxymethylphenyl)prop-2-en-1-ol (9.90 g, 42 mmol) was dissolved in triethyl ortho formiate (50 ml), and propionic acid (1.0 ml) was added. The solution was heated to 140° C. for 48 hours. Solvent was removed by rotary evaporation, and the orange oil was re-suspended in aqueous HCl (200 ml, 2 N). The mixture was heated to reflux for 4 hours, then cooled on an ice-bath for 30 min. Precipitated material was collected and washed twice with water and dried in a vacuum oven. Yield: 3.02 g (35... Reactants: CC(CO)(CO)c1ccccc1, FC(F)(F)c1cc(CBr)cc(C(F)(F)F)c1, [H-], [Na+], CN(C)C=O. Yields the product CC(CO)(COCc1cc(C(F)(F)F)cc(C(F)(F)F)c1)c1ccccc1. Reaction SMILES: [CH3:1][C:2]([CH2:3][OH:4])([CH2:5][OH:6])[c:7]1[cH:8][cH:9][cH:10][cH:11][cH:12]1.[F:15][C:16]([c:17]1[cH:18][c:19]([CH2:20][Br:21])[cH:22][c:23]([C:25]([F:26])([F:27])[F:28])[cH:24]1)([F:29])[F:30].[H-:14].[Na+:13].[O:31]=[CH:32][N:33]([CH3:34])[CH3:35]>>[CH3:1][C:2]([CH2:3][O:4][CH2:20][c:19]1[cH:18][c:17]([C:16]([F:15])([F:29])[F:30])[cH:24][c:23]([C:25]([F:26])([F:27])[F:28])[cH:22]1)([CH2:5][OH:6])[c:7]1[cH:8][cH:9][cH:10][cH:11][cH:12]1. The reactants are CS(C)=O, CCOC(C)=O, N#CC1CCCN1C(=O)CCl, [K+], [K+], NC12CC3CC1CC(N1CCCC1=O)(C3)C2, O=C([O-])[O-]. The product is N#CC1CCCN1C(=O)CNC12CC3CC1CC(N1CCCC1=O)(C3)C2. Reaction SMILES: [CH3:34][S:35]([CH3:36])=[O:37].[CH3:38][CH2:39][O:40][C:41]([CH3:42])=[O:43].[Cl:23][CH2:24][C:25](=[O:26])[N:27]1[CH:28]([C:32]#[N:33])[CH2:29][CH2:30][CH2:31]1.[K+:17].[K+:18].[NH2:1][C:2]12[CH2:3][C:4]3([N:11]4[C:12](=[O:16])[CH2:13][CH2:14][CH2:15]4)[CH2:5][CH:6]1[CH2:7][CH:8]([CH2:9]2)[CH2:10]3.[O-:19][C:20]([O-:21])=[O:22]>>[NH:1]([C:2]12[CH2:3][C:4]3([N:11]4[C:12](=[O:16])[CH2:13][CH2:14][CH2:15]4)[CH2:5][CH:6]1[CH2:7][CH:8]([CH2:9]2)[CH2:10]3)[CH2:24][C:25](=[O:26])[N:27]1[CH:28]([C:32]#[N:33])[CH2:29][CH2:30][CH2:31]1.